describe an organic reaction: reactants, conditions, products, and yield From a dataset of the Open Reaction Database (ORD), a public repository of structured organic reaction records. Starting materials: BrC=1N=CC(=NC1)C(=O)N1CCN(CC1)C1=NC=C(C=C1C)C ((5-bromopyrazin-2-yl)[4-(3,5-dimethylpyridin-2-yl)piperazin-1-yl]methanone), CN1C(NCC1)=O (1-methylimidazolidin-2-one). Product: CC=1C(=NC=C(C1)C)N1CCN(CC1)C(=O)C=1N=CC(=NC1)N1C(N(CC1)C)=O (1-{5-[4-(3,5-dimethylpyridin-2-yl)piperazine-1-carbonyl]pyrazin-2-yl}-3-methylimidazolidin-2-one). Yield: 61.8%. RXN SMILES: Br[C:2]1[N:3]=[CH:4][C:5]([C:8]([N:10]2[CH2:15][CH2:14][N:13]([C:16]3[C:21]([CH3:22])=[CH:20][C:19]([CH3:23])=[CH:18][N:17]=3)[CH2:12][CH2:11]2)=[O:9])=[N:6][CH:7]=1.[CH3:24][N:25]1[CH2:29][CH2:28][NH:27][C:26]1=[O:30]>>[CH3:22][C:21]1[C:16]([N:13]2[CH2:14][CH2:15][N:10]([C:8]([C:5]3[N:6]=[CH:7][C:2]([N:27]4[CH2:28][CH2:29][N:25]([CH3:24])[C:26]4=[O:30])=[N:3][CH:4]=3)=[O:9])[CH2:11][CH2:12]2)=[N:17][CH:18]=[C:19]([CH3:23])[CH:20]=1. Procedure: Using (5-bromopyrazin-2-yl)[4-(3,5-dimethylpyridin-2-yl)piperazin-1-yl]methanone (188 mg) described in Preparation Example 232 and 1-methylimidazolidin-2-one (50 mg) and by the reaction and treatment in the same manner as in Example 536, the title compound (122 mg) was obtained.